The task is: describe an organic reaction: reactants, conditions, products, and yield. This data is from the Open Reaction Database (ORD), a public repository of structured organic reaction records. Procedure: 0.76 g (19 mmol) washed potassium hydride, 75 ml dry DMF and 3 g (9.5 mmol) 5'-(3,6-dihydro-6-methyl-2-oxo-2H-1,3,4-thiadiazin-5-yl)-spiro-[cyclopentane-1, 3'-[3H]-indol]-2'(1'H)-one (Example 6) were stirred at room temperature during 30mn. 2.8 g (20 mmol) methyliodide were added and the stirring was continued for 1 hr. 150 ml water were added and the mixture was extracted with ethyl acetate. The organic layer was dried over magnesium sulfate. The crude product was purified by column chromatogra... Starting materials: [H-].[K+] (potassium hydride), CN(C)C=O (DMF), CC1C(=NNC(S1)=O)C=1C=C2C3(C(NC2=CC1)=O)CCCC3 (5'-(3,6-dihydro-6-methyl-2-oxo-2H-1,3,4-thiadiazin-5-yl)-spiro-[cyclopentane-1, 3'-[3H]-indol]-2'(1'H)-one), CI (methyliodide). Reaction conditions: time 1 hour. As a reaction SMILES: [H-].[K+].[CH3:3][N:4]([CH:6]=[O:7])[CH3:5].[CH3:8][CH:9]1[S:14][C:13](=[O:15])[NH:12][N:11]=[C:10]1[C:16]1[CH:17]=[C:18]2C(=[CH:23][CH:24]=1)NC(=O)[C:19]12[CH2:29][CH2:28][CH2:27][CH2:26]1.[CH3:30]I>O>[CH3:30][N:12]1[N:11]=[C:10]([C:16]2[CH:17]=[C:18]3[C:3](=[CH:23][CH:24]=2)[N:4]([CH3:5])[C:6](=[O:7])[C:19]23[CH2:29][CH2:28][CH2:27][CH2:26]2)[CH:9]([CH3:8])[S:14][C:13]1=[O:15] |f:0.1|. Product: CN1C(SC(C(=N1)C=1C=C2C3(C(N(C2=CC1)C)=O)CCCC3)C)=O (5'-(3,6 Dihydro-3,6-dimethyl-2-oxo-2H-1,3,4-thiadiazin-5-yl)-1'-methyl-spiro[cyclopentane-1,3'-[3H]-indol]-2'-(1'H)-one). Run in O (water). Reactants: O (water), BrC1=CC=C(C=C1)F (1-bromo-4-fluorobenzene), C[C@@H]1CNC[C@@H](O1)C (cis-2,6-dimethylmorpholine), C([O-])([O-])=O.[K+].[K+] (potassium carbonate). The solvent is CS(=O)C (dimethylsulfoxide). Run at temperature 150 celsius, time 25 hour. Product: BrC1=CC=C(C=C1)N1C[C@H](O[C@H](C1)C)C (4-(4-bromophenyl)-cis-2,6-dimethylmorpholine). RXN SMILES: [Br:1][C:2]1[CH:7]=[CH:6][C:5](F)=[CH:4][CH:3]=1.[CH3:9][C@H:10]1[O:15][C@@H:14]([CH3:16])[CH2:13][NH:12][CH2:11]1.C(=O)([O-])[O-].[K+].[K+].O>CS(C)=O>[Br:1][C:2]1[CH:7]=[CH:6][C:5]([N:12]2[CH2:11][C@H:10]([CH3:9])[O:15][C@H:14]([CH3:16])[CH2:13]2)=[CH:4][CH:3]=1 |f:2.3.4|. Procedure details: A mixture of 1-bromo-4-fluorobenzene (10 g), cis-2,6-dimethylmorpholine (7.74 ml) and potassium carbonate (15.8 g) in dimethylsulfoxide (50 ml) was stirred for 25 hours at 150° C. The reaction mixture was cooled and poured into water (500 ml), and stirred for 10 minutes. The reaction mixture was extracted with ethyl acetate (100 ml×2), washed with brine, dried over magnesium sulfate and evaporated under reduced pressure to give a crude yellow oil (680 mg). The crude oil was purified by silica ge... Procedure details: A mixture of 8-bromo-6-chloroimidazo[1,2-a]pyridine, HCl (600mg, 2.24 mmol), 5-morpholinopyridin-2-amine (482 mg, 2.69 mmol), BINAP (279 mg, 0.45 mmol), cesium carbonate (1824 mg, 5.60 mmol) in Toluene (12 mL) was sparged with nitrogen while stirring for 10 minutes. palladium(II) acetate (87 mg, 0.39 mmol) was then added and the reaction stirred at 105 °C for overnight. At ths stage LC/MS indicated that formation of the product. After this time, the reaction was cooled to room temperature, dilut... Yield: 65.3%. The solvent is CC1=CC=CC=C1. Reagents/catalysts: C(=O)([O-])[O-].[Cs+].[Cs+], C1=CC=C(C=C1)P(C2=CC=CC=C2)C3=C(C4=CC=CC=C4C=C3)C5=C(C=CC6=CC=CC=C65)P(C7=CC=CC=C7)C8=CC=CC=C8, CC(=O)O.CC(=O)O.[Pd]. Reactants: C1COCCN1C2=CN=C(C=C2)N, C1=CN2C=C(C=C(C2=N1)Br)Cl. The product is C1COCCN1C2=CN=C(C=C2)NC3=CC(=CN4C3=NC=C4)Cl. Reaction conditions: temperature 105 celsius. The product is CC(C)(C)CN(CCOc1ccc(C(F)(F)F)cn1)c1ccc(C#N)c(C(F)(F)F)c1. As a reaction SMILES: [CH3:1][C:2]([CH2:3][N:4]([c:5]1[cH:6][c:7]([C:13]([F:14])([F:15])[F:16])[c:8]([C:9]#[N:10])[cH:11][cH:12]1)[CH2:17][CH2:18][OH:19])([CH3:20])[CH3:21].[CH3:33][O:34][CH2:35][CH2:36][O:37][CH3:38].[F:22][C:23]([c:24]1[cH:25][cH:26][c:27](=[O:30])[nH:28][cH:29]1)([F:31])[F:32]>>[CH3:1][C:2]([CH2:3][N:4]([c:5]1[cH:6][c:7]([C:13]([F:14])([F:15])[F:16])[c:8]([C:9]#[N:10])[cH:11][cH:12]1)[CH2:17][CH2:18][O:19][c:27]1[cH:26][cH:25][c:24]([C:23]([F:22])([F:31])[F:32])[cH:29][n:28]1)([CH3:20])[CH3:21]. Starting materials: CC(C)(C)CN(CCO)c1ccc(C#N)c(C(F)(F)F)c1, COCCOC, O=c1ccc(C(F)(F)F)c[nH]1. Reactants: CC(=O)OC(C)=O, CC(=NOCCOc1ccc(CC2SC(=O)NC2=O)cc1)c1cccc(O)c1, c1ccncc1. The product is CC(=O)Oc1cccc(C(C)=NOCCOc2ccc(CC3SC(=O)NC3=O)cc2)c1. RXN SMILES: [CH3:29][C:30](=[O:31])[O:32][C:33](=[O:34])[CH3:35].[OH:1][c:2]1[cH:3][c:4]([C:8]([CH3:9])=[N:10][O:11][CH2:12][CH2:13][O:14][c:15]2[cH:16][cH:17][c:18]([CH2:19][CH:20]3[C:21](=[O:26])[NH:22][C:23](=[O:25])[S:24]3)[cH:27][cH:28]2)[cH:5][cH:6][cH:7]1.[cH:36]1[cH:37][cH:38][n:39][cH:40][cH:41]1>>[O:1]([c:2]1[cH:3][c:4]([C:8]([CH3:9])=[N:10][O:11][CH2:12][CH2:13][O:14][c:15]2[cH:16][cH:17][c:18]([CH2:19][CH:20]3[C:21](=[O:26])[NH:22][C:23](=[O:25])[S:24]3)[cH:27][cH:28]2)[cH:5][cH:6][cH:7]1)[C:30]([CH3:29])=[O:31]. Reactants: SCCCS, ClCCl, Cc1noc(NS(=O)(=O)c2ccsc2C=O)c1Cl, O. Yields the product Cc1noc(NS(=O)(=O)c2ccsc2C2SCCCS2)c1Cl. As a reaction SMILES: [CH2:22]([CH2:23][CH2:24][SH:25])[SH:26].[Cl:19][CH2:20][Cl:21].[Cl:1][c:2]1[c:3]([CH3:18])[n:4][o:5][c:6]1[NH:7][S:8](=[O:9])(=[O:10])[c:11]1[c:12]([CH:16]=[O:17])[s:13][cH:14][cH:15]1.[OH2:27]>>[Cl:1][c:2]1[c:3]([CH3:18])[n:4][o:5][c:6]1[NH:7][S:8](=[O:9])(=[O:10])[c:11]1[c:12]([CH:16]2[S:25][CH2:24][CH2:23][CH2:22][S:26]2)[s:13][cH:14][cH:15]1.